Dataset: the Open Reaction Database (ORD), a public repository of structured organic reaction records. Task: describe an organic reaction: reactants, conditions, products, and yield Starting materials: CC(C)=O, O=C(O)c1cc(S(=O)(=O)Cl)ccc1O, N. The product is NS(=O)(=O)c1ccc(O)c(C(=O)O)c1. Reaction SMILES: [CH3:16][C:17](=[O:18])[CH3:19].[Cl:2][S:3](=[O:4])(=[O:5])[c:6]1[cH:7][cH:8][c:9]([OH:15])[c:10]([C:11](=[O:12])[OH:13])[cH:14]1.[NH3:1]>>[NH2:1][S:3](=[O:4])(=[O:5])[c:6]1[cH:7][cH:8][c:9]([OH:15])[c:10]([C:11](=[O:12])[OH:13])[cH:14]1. Starting materials: [OH-].[Na+] (Sodium hydroxide), Cl (hydrogen chloride), C(C)OC(CC(=O)[C@@H]1C[C@@H](N(CC1)C(=O)OC)CC1=CC(=CC(=C1)C(F)(F)F)F)=O (Cis-methyl 4-(3-ethoxy-3-oxopropanoyl)-2-(3-fluoro-5-(trifluoromethyl)benzyl)piperidine-1-carboxylate), NO (hydroxylamine). Solvent: O (water), CO (MeOH). Run at temperature -40 celsius, time 20 minute. Product: FC=1C=C(C[C@@H]2N(CC[C@@H](C2)C2=CC(NO2)=O)C(=O)OC)C=C(C1)C(F)(F)F (Cis-methyl 2-(3-fluoro-5-(trifluoromethyl)benzyl)-4-(3-oxo-2,3-dihydroisoxazol-5-yl)piperidine-1-carboxylate). Yield: 65.0%. Reaction SMILES: C([O:3][C:4](=O)[CH2:5][C:6]([C@H:8]1[CH2:13][CH2:12][N:11]([C:14]([O:16][CH3:17])=[O:15])[C@@H:10]([CH2:18][C:19]2[CH:24]=[C:23]([C:25]([F:28])([F:27])[F:26])[CH:22]=[C:21]([F:29])[CH:20]=2)[CH2:9]1)=[O:7])C.[OH-].[Na+].[NH2:33]O.Cl>CO.O>[F:29][C:21]1[CH:20]=[C:19]([CH:24]=[C:23]([C:25]([F:28])([F:27])[F:26])[CH:22]=1)[CH2:18][C@H:10]1[CH2:9][C@@H:8]([C:6]2[O:7][NH:33][C:4](=[O:3])[CH:5]=2)[CH2:13][CH2:12][N:11]1[C:14]([O:16][CH3:17])=[O:15] |f:1.2|. Procedure details: Cis-methyl 4-(3-ethoxy-3-oxopropanoyl)-2-(3-fluoro-5-(trifluoromethyl)benzyl)piperidine-1-carboxylate (2.52 g, 5.81 mmol) was dissolved in MeOH (20 mL) and cooled to −40° C. Sodium hydroxide (0.246 g, 6.15 mmol) dissolved in water (2.2 mL) was added over 1 min and the resulting solution was stirred at −40° C. for 20 min. Then hydroxylamine (50% by weight in water, 0.38 mL, 6.20 mmol) was added over 1 min and stirring continued at −40° C. for 2 h 20 min. The reaction mixture was then transferred ... The reactants are CCN(C(C)C)C(C)C, C1CCOC1, CCN=C=NCCCN(C)C, O=C(O)c1cnc(OCc2conc2-c2ccc(Cl)cc2)cn1, Cl, CC(N)CO, O, O, On1nnc2ccccc21. Product: CC(CO)NC(=O)c1cnc(OCc2conc2-c2ccc(Cl)cc2)cn1. RXN SMILES: [CH2:40]([N:41]([CH:42]([CH3:43])[CH3:44])[CH:45]([CH3:46])[CH3:47])[CH3:48].[CH2:61]1[O:62][CH2:63][CH2:64][CH2:65]1.[CH3:50][N:51]([CH3:52])[CH2:53][CH2:54][CH2:55][N:56]=[C:57]=[N:58][CH2:59][CH3:60].[Cl:1][c:2]1[cH:3][cH:4][c:5](-[c:8]2[n:9][o:10][cH:11][c:12]2[CH2:13][O:14][c:15]2[n:16][cH:17][c:18]([C:21](=[O:22])[OH:23])[n:19][cH:20]2)[cH:6][cH:7]1.[ClH:49].[NH2:24][CH:25]([CH3:26])[CH2:27][OH:28].[OH2:29].[OH2:66].[OH:30][n:31]1[c:32]2[cH:33][cH:34][cH:35][cH:36][c:37]2[n:38][n:39]1>>[Cl:1][c:2]1[cH:3][cH:4][c:5](-[c:8]2[n:9][o:10][cH:11][c:12]2[CH2:13][O:14][c:15]2[n:16][cH:17][c:18]([C:21](=[O:23])[NH:24][CH:25]([CH3:26])[CH2:27][OH:28])[n:19][cH:20]2)[cH:6][cH:7]1.